From a dataset of the Open Reaction Database (ORD), a public repository of structured organic reaction records. describe an organic reaction: reactants, conditions, products, and yield Starting materials: Cl (HCl), C(C)(C)(C)OC(=O)COC(=O)N1[C@@H](C[C@@H](C2=CC(=CC=C12)C(F)(F)F)NC1=NC=C(C=N1)N1CCOCC1)CC ((2R,4S)-2-Ethyl-4-(5-morpholin-4-yl-pyrimidin-2-ylamino)-6-trifluoromethyl-3,4-dihydro-2H-quinoline-1-carboxylic acid tert-butoxycarbonylmethyl ester), CC(C)([O-])C.[K+] (potassium tert-butoxide), BrCC=1C=C(C#N)C=C(C1)C(F)(F)F (3-Bromomethyl-5-trifluoromethyl-benzonitrile). The reagents and catalysts are [I-].C(CCC)[N+](CCCC)(CCCC)CCCC (tetrabutylammonium iodide). Solvent: C(C)(=O)OCC (ethyl acetate), COC(C)(C)C (tert-butyl methyl ether). Reaction conditions: temperature 0 celsius, time 2 hour. The product is C(C)(C)(C)OC(=O)COC(=O)N1[C@@H](C[C@@H](C2=CC(=CC=C12)C(F)(F)F)N(C1=NC=C(C=N1)N1CCOCC1)CC1=CC(=CC(=C1)C(F)(F)F)C#N)CC ((2R,4S)-4-[(3-Cyano-5-trifluoromethyl-benzyl)-(5-morpholin-4-yl-pyrimidin-2-yl)-amino]-2-ethyl-6-trifluoromethyl-3,4-dihydro-2H-quinoline-1-carboxylic acid tert-butoxycarbonylmethyl ester). Reaction SMILES: [C:1]([O:5][C:6]([CH2:8][O:9][C:10]([N:12]1[C:21]2[C:16](=[CH:17][C:18]([C:22]([F:25])([F:24])[F:23])=[CH:19][CH:20]=2)[C@@H:15]([NH:26][C:27]2[N:32]=[CH:31][C:30]([N:33]3[CH2:38][CH2:37][O:36][CH2:35][CH2:34]3)=[CH:29][N:28]=2)[CH2:14][C@H:13]1[CH2:39][CH3:40])=[O:11])=[O:7])([CH3:4])([CH3:3])[CH3:2].CC(C)([O-])C.[K+].Br[CH2:48][C:49]1[CH:50]=[C:51]([CH:54]=[C:55]([C:57]([F:60])([F:59])[F:58])[CH:56]=1)[C:52]#[N:53].Cl>COC(C)(C)C.[I-].C([N+](CCCC)(CCCC)CCCC)CCC.C(OCC)(=O)C>[C:1]([O:5][C:6]([CH2:8][O:9][C:10]([N:12]1[C:21]2[C:16](=[CH:17][C:18]([C:22]([F:23])([F:24])[F:25])=[CH:19][CH:20]=2)[C@@H:15]([N:26]([CH2:48][C:49]2[CH:56]=[C:55]([C:57]([F:58])([F:59])[F:60])[CH:54]=[C:51]([C:52]#[N:53])[CH:50]=2)[C:27]2[N:32]=[CH:31][C:30]([N:33]3[CH2:34][CH2:35][O:36][CH2:37][CH2:38]3)=[CH:29][N:28]=2)[CH2:14][C@H:13]1[CH2:39][CH3:40])=[O:11])=[O:7])([CH3:4])([CH3:3])[CH3:2] |f:1.2,6.7|. Procedure: The compound obtained in Example 21 (2) above (177 mg) was dissolved in tert-butyl methyl ether (3 ml) under nitrogen atmosphere and the solution was cooled to 0° C. Thereto were added tetrabutylammonium iodide (46 mg), potassium tert-butoxide (105 mg) and 3-Bromomethyl-5-trifluoromethyl-benzonitrile (124 mg), and the mixture was stirred for 2 hours. 1N HCl and ethyl acetate were added to the reaction mixture and the organic layer was separated, washed with a saturated brine, dried over magnesiu... Starting materials: CC(O)C(=O)O, CO, CC(CO)(CO)NCc1cc2c3ccccc3ccc2c2ccccc12. Product: CC(O)C(=O)O, CC(CO)(CO)NCc1cc2c3ccccc3ccc2c2ccccc12. As a reaction SMILES: [CH3:27][CH:28]([OH:29])[C:30]([OH:31])=[O:32].[CH3:33][OH:34].[cH:1]1[cH:2][cH:3][cH:4][c:5]2[c:6]3[cH:7][c:8]([CH2:19][NH:20][C:21]([CH2:22][OH:23])([CH2:24][OH:25])[CH3:26])[c:9]4[cH:10][cH:11][cH:12][cH:13][c:14]4[c:15]3[cH:16][cH:17][c:18]12>>[CH3:27][CH:28]([OH:29])[C:30](=[O:31])[OH:32].[cH:1]1[cH:2][cH:3][cH:4][c:5]2[c:6]3[cH:7][c:8]([CH2:19][NH:20][C:21]([CH2:22][OH:23])([CH2:24][OH:25])[CH3:26])[c:9]4[cH:10][cH:11][cH:12][cH:13][c:14]4[c:15]3[cH:16][cH:17][c:18]12. The reactants are CC(=O)C (acetone), aqueous solution, S(O)(O)(=O)=O (sulfuric acid), O1C(C2C(CC(CC2)C)O)(C1)C (8,9-epoxy-p-menthan-3-ol). Run at time 16 hour. Product: C1(CC(C(CC1)C(CO)(C)O)O)C (p-menthan-3,8,9-triol). RXN SMILES: CC(C)=[O:3].S(=O)(=O)(O)O.[O:10]1[CH2:20][C:11]1([CH3:21])[CH:12]1[CH2:17][CH2:16][CH:15]([CH3:18])[CH2:14][CH:13]1[OH:19]>>[CH:15]1([CH3:18])[CH2:16][CH2:17][CH:12]([C:11]([OH:3])([CH3:21])[CH2:20][OH:10])[CH:13]([OH:19])[CH2:14]1. Reported procedure: Into a solution of acetone (116 g; 2 mol) and a 3% aqueous solution of sulfuric acid (35 g) was added 8,9-epoxy-p-menthan-3-ol (17 g; 0.1 mol), and the mixture was stirred at room temperature for 16 hours. Then, the acetone was distilled and recovered, and the concentrated solution was mixed with water (40 ml) and heated to within 80° C. of the distilling temperature to completely recover the acetone. The remaining aqueous solution was cooled, neutralized with a 10% aqueous solution of sodium ca... Starting materials: ClC=1C=CC(=C(/C=C/C(=O)OC)C1)NS(=O)(=O)C1=CC=CC=C1 (methyl trans-5-chloro-2-(phenylsulfonylamino)cinnamate), Br.BrCC(=O)C1=NC=CC(=C1C)C (2-bromoacetyl-3,4-dimethylpyridine hydrobromide). The product is COC(CC1=C(NC2=CC=C(C=C12)Cl)C(=O)C1=NC=CC(=C1C)C)=O (Methyl[5-chloro-2-(3,4-dimethylpyridine-2-carbonyl)-1H-indol-3-yl]acetate). Reaction SMILES: [Cl:1][C:2]1[CH:3]=[CH:4][C:5]([NH:14]S(C2C=CC=CC=2)(=O)=O)=[C:6]([CH:13]=1)/[CH:7]=[CH:8]/[C:9]([O:11][CH3:12])=[O:10].Br.Br[CH2:26][C:27]([C:29]1[C:34]([CH3:35])=[C:33]([CH3:36])[CH:32]=[CH:31][N:30]=1)=[O:28]>>[CH3:12][O:11][C:9](=[O:10])[CH2:8][C:7]1[C:6]2[C:5](=[CH:4][CH:3]=[C:2]([Cl:1])[CH:13]=2)[NH:14][C:26]=1[C:27]([C:29]1[C:34]([CH3:35])=[C:33]([CH3:36])[CH:32]=[CH:31][N:30]=1)=[O:28] |f:1.2|. Procedure: The title compound was prepared according to the procedure described in Example 57 from methyl trans-5-chloro-2-(phenylsulfonylamino)cinnamate (Example 36, step 3) and 2-bromoacetyl-3,4-dimethylpyridine hydrobromide*.